This data is from the Open Reaction Database (ORD), a public repository of structured organic reaction records. The task is: describe an organic reaction: reactants, conditions, products, and yield Reactants: N1C(=NC2=C1C=CC=C2)C(=O)N([C@@H]2CN(C[C@@H](C2)C(=O)N2CCOCC2)C(=O)OC(C)(C)C)CC(C)C (tert-butyl(3S, 5R)-3-[(1H-benzimidazol-2-ylcarbonyl)(2-methylpropyl)amino]-5-(morpholin-4-ylcarbonyl)piperidine-1-carboxylate), C(CCO)O (propane-1,3-diol), C1(=CC=CC=C1)P(C1=CC=CC=C1)C1=CC=CC=C1 (triphenylphosphine), N(=NC(=O)OC(C)C)C(=O)OC(C)C (diisopropyl azodicarboxylate). Run in C1(=CC=CC=C1)C (toluene), C1CCOC1 (THF), C([O-])(O)=O.[Na+] (sodium bicarbonate). Conditions: time 15 hour. Product: OCCCN1C(=NC2=C1C=CC=C2)C(=O)N([C@@H]2CN(C[C@@H](C2)C(=O)N2CCOCC2)C(=O)OC(C)(C)C)CC(C)C (tert-butyl(3S, 5R)-3-[{[1-(3-hydroxypropyl)-1H-benzimidazol-2-yl]carbonyl}(2-methylpropyl)amino]-5-(morpholin-4-ylcarbonyl)piperidine-1-carboxylate). Reaction SMILES: [NH:1]1[C:5]2[CH:6]=[CH:7][CH:8]=[CH:9][C:4]=2[N:3]=[C:2]1[C:10]([N:12]([CH2:34][CH:35]([CH3:37])[CH3:36])[C@H:13]1[CH2:18][C@@H:17]([C:19]([N:21]2[CH2:26][CH2:25][O:24][CH2:23][CH2:22]2)=[O:20])[CH2:16][N:15]([C:27]([O:29][C:30]([CH3:33])([CH3:32])[CH3:31])=[O:28])[CH2:14]1)=[O:11].[CH2:38](O)[CH2:39][CH2:40][OH:41].C1(P(C2C=CC=CC=2)C2C=CC=CC=2)C=CC=CC=1.N(C(OC(C)C)=O)=NC(OC(C)C)=O>C1(C)C=CC=CC=1.C1COCC1.C(=O)(O)[O-].[Na+]>[OH:41][CH2:40][CH2:39][CH2:38][N:1]1[C:5]2[CH:6]=[CH:7][CH:8]=[CH:9][C:4]=2[N:3]=[C:2]1[C:10]([N:12]([CH2:34][CH:35]([CH3:37])[CH3:36])[C@H:13]1[CH2:18][C@@H:17]([C:19]([N:21]2[CH2:22][CH2:23][O:24][CH2:25][CH2:26]2)=[O:20])[CH2:16][N:15]([C:27]([O:29][C:30]([CH3:31])([CH3:32])[CH3:33])=[O:28])[CH2:14]1)=[O:11] |f:6.7|. Procedure: To a mixed solution of tert-butyl(3S, 5R)-3-[(1H-benzimidazol-2-ylcarbonyl)(2-methylpropyl)amino]-5-(morpholin-4-ylcarbonyl)piperidine-1-carboxylate (103 mg), propane-1,3-diol (152 mg) and triphenylphosphine (105 mg) in toluene (5 ml) and THF (5 ml) was added diisopropyl azodicarboxylate (202 μl) at room temperature, and the mixture was stirred at the same temperature for 15 hr. The reaction mixture was diluted with aqueous sodium bicarbonate, and extracted with ethyl acetate. The extract was wa... Starting materials: [BH4-], CCOC(=O)COc1cccc(C#N)c1, CCO, [Na+]. Yields the product N#Cc1cccc(OCCO)c1. As a reaction SMILES: [BH4-:16].[C:1](#[N:2])[c:3]1[cH:4][c:5]([O:9][CH2:10][C:11](=[O:12])[O:13][CH2:14][CH3:15])[cH:6][cH:7][cH:8]1.[CH3:18][CH2:19][OH:20].[Na+:17]>>[C:1](#[N:2])[c:3]1[cH:4][c:5]([O:9][CH2:10][CH2:11][OH:12])[cH:6][cH:7][cH:8]1. Reactants: C(=O)(OCC)CN1CN(CN(C1)CC(=O)OCC)CC(=O)OCC (1,3,5-Tricarbethoxymethylhexahydro-1,3,5-triazine), COC1=CC=C(C=C1)OP(OC1=CC=C(C=C1)OC)[O-] (di(4-methoxyphenyl)phosphite), COC1=CC=C(OC(NCC(=O)OCC)(P(=O)(O)O)OC2=CC=C(C=C2)OC)C=C1 (ethyl N-[di(4-methoxyphenoxy)-phosphonomethyl]glycinate). The solvent is Cl (hydrochloric acid). Run at temperature 80 celsius. Product: P(=O)(O)(O)CNCC(=O)O (N-phosphonomethyl glycine). RXN SMILES: C(CN1CN(CC(OCC)=O)CN(CC(OCC)=O)C1)(OCC)=O.COC1C=CC(OP([O-])OC2C=CC(OC)=CC=2)=CC=1.COC1C=CC(O[C:52](OC2C=CC(OC)=CC=2)([P:60]([OH:63])([OH:62])=[O:61])[NH:53][CH2:54][C:55]([O:57]CC)=[O:56])=CC=1>Cl>[P:60]([CH2:52][NH:53][CH2:54][C:55]([OH:57])=[O:56])([OH:63])([OH:62])=[O:61]. Reported procedure: 1,3,5-Tricarbethoxymethylhexahydro-1,3,5-triazine (5.76 parts) and di(4-methoxyphenyl)phosphite (15.3 parts containing 0.6 parts of 4-methoxyphenol) were mixed and heated to 80° C. for from 1/2 to 1 hour. Nuclear magnetic resonance spectral analysis indicated that a complete conversion to the ethyl N-[di(4-methoxyphenoxy)-phosphonomethyl]glycinate was obtained. The reaction mixture can then be diluted with 2 normal hydrochloric acid (225 ml) and heated to reflux for 2 hours. This reaction mixtur... Starting materials: C(#N)C=1SC2=C(N1)C=CC(=C2)OC (2-cyano-6-methoxybenzothiazole), Cl.N1=CC=CC=C1 (pyridine hydrochloride). The product is C(#N)C=1SC2=C(N1)C=CC(=C2)O (2-cyano-6-hydroxybenzothiazole). Reaction SMILES: [C:1]([C:3]1[S:4][C:5]2[CH:11]=[C:10]([O:12]C)[CH:9]=[CH:8][C:6]=2[N:7]=1)#[N:2].Cl.N1C=CC=CC=1>>[C:1]([C:3]1[S:4][C:5]2[CH:11]=[C:10]([OH:12])[CH:9]=[CH:8][C:6]=2[N:7]=1)#[N:2] |f:1.2|. Procedure: In greater detail, 2-cyano-6-methoxybenzothiazole is used as a starting material and reacted with pyridine hydrochloride to yield 2-cyano-6-hydroxybenzothiazole. Next, the 2-cyano-6-hydroxybenzothiazole is reacted with allyl bromide to yield 6-allyloxy-benzothiazole-2-carbonitrile. Reactants: Cl.C1OCCC12CCNCC2 (2-oxa-8-aza-spiro[4.5]decane hydrochloride), FC(S(=O)(=O)[O-])(F)F.N1(C=NC=C1)S(=O)(=O)N1C[NH+](C=C1)C (3-(1H-imidazol-1-ylsulfonyl)-1-methyl-1H-imidazolium trifluoromethanesulfonate). The product is N1(C=NC=C1)S(=O)(=O)N1CCC2(CCOC2)CC1 (8-(Imidazole-1-sulfonyl)-2-oxa-8-aza-spiro[4.5]decane). As a reaction SMILES: Cl.[CH2:2]1[C:6]2([CH2:11][CH2:10][NH:9][CH2:8][CH2:7]2)[CH2:5][CH2:4][O:3]1.FC(F)(F)S([O-])(=O)=O.[N:20]1([S:25](N2C=C[NH+](C)C2)(=[O:27])=[O:26])[CH:24]=[CH:23][N:22]=[CH:21]1>>[N:20]1([S:25]([N:9]2[CH2:10][CH2:11][C:6]3([CH2:2][O:3][CH2:4][CH2:5]3)[CH2:7][CH2:8]2)(=[O:27])=[O:26])[CH:24]=[CH:23][N:22]=[CH:21]1 |f:0.1,2.3|. Procedure details: 8-(Imidazole-1-sulfonyl)-2-oxa-8-aza-spiro[4.5]decane was prepared in accordance with step A of the general method described in example 76 from 2-oxa-8-aza-spiro[4.5]decane hydrochloride and 3-(1H-imidazol-1-ylsulfonyl)-1-methyl-1H-imidazolium trifluoromethanesulfonate; MS: m/e=216.5 (M+H+).